From a dataset of the Open Reaction Database (ORD), a public repository of structured organic reaction records. describe an organic reaction: reactants, conditions, products, and yield The reactants are Cl, O, COc1cc2c(c(Cl)c1Cl)C(=O)C(c1ccccc1)C2, c1ccncc1. The product is O=C1c2c(cc(O)c(Cl)c2Cl)CC1c1ccccc1. As a reaction SMILES: [ClH:21].[OH2:28].[c:1]1([CH:7]2[C:8](=[O:20])[c:9]3[c:10]([Cl:19])[c:11]([Cl:18])[c:12]([O:16][CH3:17])[cH:13][c:14]3[CH2:15]2)[cH:2][cH:3][cH:4][cH:5][cH:6]1.[n:22]1[cH:23][cH:24][cH:25][cH:26][cH:27]1>>[c:1]1([CH:7]2[C:8](=[O:20])[c:9]3[c:10]([Cl:19])[c:11]([Cl:18])[c:12]([OH:16])[cH:13][c:14]3[CH2:15]2)[cH:2][cH:3][cH:4][cH:5][cH:6]1. Starting materials: C1=C2CC3=C(NC=4C=CC=CC34)C2=CC=C1 (5,10-Dihydroindeno[1,2-b]indole), C(C)(=O)O (acetic acid), C(#N)[BH3-].[Na+] (sodium cyanoborohydride). Run at time 3 hour. Yields the product C(C)N1[C@H]2[C@@H](C=3C=CC=CC13)CC1=CC=CC=C12 (cis-4b,5,9b,10-tetrahydro-5-ethyl-indeno[1,2-b]indole). As a reaction SMILES: [CH:1]1[CH:16]=[CH:15][CH:14]=[C:13]2[C:2]=1[CH2:3][C:4]1[C:12]3[CH:11]=[CH:10][CH:9]=[CH:8][C:7]=3[NH:6][C:5]=12.C([BH3-])#N.[Na+].[C:21](O)(=O)[CH3:22]>>[CH2:21]([N:6]1[C:7]2[CH:8]=[CH:9][CH:10]=[CH:11][C:12]=2[C@H:4]2[CH2:3][C:2]3[C:13]([C@@H:5]12)=[CH:14][CH:15]=[CH:16][CH:1]=3)[CH3:22] |f:1.2|. Procedure: 5,10-Dihydroindeno[1,2-b]indole (60.0 g, 0.29M) was vigorously stirred in glacial acetic acid (1000 cm3) and to it was added sodium cyanoborohydride (79 g, 1.25M) portion-wise over 40 minutes. After 3 hours stirring the reaction mixture was poured onto ice-water (2000 cm3) and the gelatinous solid which formed was separated and stirred with a mixture of ethyl acetate (75 cm3) and water (100 cm3). A colourless solid remained this was found to be unreacted starting material (19.0 g). The original ... Starting materials: C1(=C(C=CC=C1)B(O)O)C (o-tolylboronic acid), O1CCCC1 (tetrahydrofuran), P(C(C)(C)C)(C(C)(C)C)C(C)(C)C (P(tBu)3), P(=O)([O-])([O-])[O-].[K+].[K+].[K+] (tripotassium phosphate), Cl (hydrochloric acid), BrC1=CC=2CC3=CC(=C(C=C3C2C=C1C(C)(C)C)C(C)(C)C)Br (2,7-dibromo-3,6-ditert-butyl-fluorene), O1CCCC1 (tetrahydrofuran). Reagents/catalysts: C=1C=CC(=CC1)/C=C/C(=O)/C=C/C2=CC=CC=C2.C=1C=CC(=CC1)/C=C/C(=O)/C=C/C2=CC=CC=C2.C=1C=CC(=CC1)/C=C/C(=O)/C=C/C2=CC=CC=C2.[Pd].[Pd] (Pd2(dba)3). Run in C(C)OCC (diethylether). Reaction conditions: time 20 minute. Yields the product C1(=CC=C(C=C1)C1=CC=2CC3=CC(=C(C=C3C2C=C1C(C)(C)C)C(C)(C)C)C1=CC=C(C=C1)C)C (2,7-di(p-tolyl)-3,6-ditert-butyl-fluorene). The yield is 14.0%. Reaction SMILES: Br[C:2]1[C:14]([C:15]([CH3:18])([CH3:17])[CH3:16])=[CH:13][C:12]2[C:11]3[C:6](=[CH:7][C:8](Br)=[C:9]([C:19]([CH3:22])([CH3:21])[CH3:20])[CH:10]=3)[CH2:5][C:4]=2[CH:3]=1.P([C:33]([CH3:36])([CH3:35])[CH3:34])(C(C)(C)C)C(C)(C)C.P([O-])([O-])([O-])=O.[K+].[K+].[K+].[C:45]1([CH3:54])[CH:50]=[CH:49][CH:48]=[CH:47][C:46]=1B(O)O.Cl.O1C[CH2:59][CH2:58][CH2:57]1>C1C=CC(/C=C/C(/C=C/C2C=CC=CC=2)=O)=CC=1.C1C=CC(/C=C/C(/C=C/C2C=CC=CC=2)=O)=CC=1.C1C=CC(/C=C/C(/C=C/C2C=CC=CC=2)=O)=CC=1.[Pd].[Pd].C(OCC)C>[C:33]1([CH3:34])[CH:35]=[CH:59][C:58]([C:13]2[C:14]([C:15]([CH3:17])([CH3:18])[CH3:16])=[CH:2][C:3]3[C:7]4[C:6](=[CH:11][C:10]([C:48]5[CH:49]=[CH:50][C:45]([CH3:54])=[CH:46][CH:47]=5)=[C:9]([C:19]([CH3:21])([CH3:20])[CH3:22])[CH:8]=4)[CH2:5][C:4]=3[CH:12]=2)=[CH:57][CH:36]=1 |f:2.3.4.5,9.10.11.12.13|. Reported procedure: Under a nitrogen atmosphere, 50 mL of dehydrated tetrahydrofuran was added to 3.50 g (8.02 mmol) of 2,7-dibromo-3,6-ditert-butyl-fluorene synthesized in Synthesis Example 1-1(i), 0.186 g (0.20 mmol) of Pd2(dba)3, 0.115 g (0.57 mmol) of P(tBu)3, and 6.81 g (32.1 mmol) of tripotassium phosphate, and the mixture was stirred at room temperature for 20 minutes. To the solution, a solution of 2.73 g (20.0 mmol) prepared by dissolving o-tolylboronic acid in 15 mL of dehydrated tetrahydrofuran was added...